Dataset: the Open Reaction Database (ORD), a public repository of structured organic reaction records. Task: describe an organic reaction: reactants, conditions, products, and yield The reactants are Cc1ccc(-c2cc(C(F)(F)F)nn2-c2ccc(S(=O)(=O)NS(=O)(=O)c3ccccc3)cc2)cc1, O=C(Cl)CCCCl, Cl, c1ccncc1. Product: Cc1ccc(-c2cc(C(F)(F)F)nn2-c2ccc(S(=O)(=O)NC(=O)CCCCl)cc2)cc1. Reaction SMILES: [CH3:1][c:2]1[cH:3][cH:4][c:5](-[c:8]2[cH:9][c:10]([C:32]([F:33])([F:34])[F:35])[n:11][n:12]2-[c:13]2[cH:14][cH:15][c:16]([S:19](=[O:20])(=[O:21])[NH:22][S:23]([c:24]3[cH:25][cH:26][cH:27][cH:28][cH:29]3)(=[O:30])=[O:31])[cH:17][cH:18]2)[cH:6][cH:7]1.[Cl:36][CH2:37][CH2:38][CH2:39][C:40](=[O:41])[Cl:42].[ClH:43].[cH:44]1[cH:45][cH:46][n:47][cH:48][cH:49]1>>[CH3:1][c:2]1[cH:3][cH:4][c:5](-[c:8]2[cH:9][c:10]([C:32]([F:33])([F:34])[F:35])[n:11][n:12]2-[c:13]2[cH:14][cH:15][c:16]([S:19](=[O:20])(=[O:21])[NH:22][C:40]([CH2:39][CH2:38][CH2:37][Cl:36])=[O:41])[cH:17][cH:18]2)[cH:6][cH:7]1. Starting materials: O=C([O-])O, CNCCN(C)c1ccncc1, CN(C)C=O, O=[N+]([O-])c1ccc(F)cc1, [Na+]. The product is CN(CCN(C)c1ccc([N+](=O)[O-])cc1)c1ccncc1. RXN SMILES: [C:23](=[O:24])([OH:25])[O-:26].[CH3:1][N:2]([CH2:3][CH2:4][NH:5][CH3:6])[c:7]1[cH:8][cH:9][n:10][cH:11][cH:12]1.[CH3:28][N:29]([CH3:30])[CH:31]=[O:32].[F:13][c:14]1[cH:15][cH:16][c:17]([N+:20](=[O:21])[O-:22])[cH:18][cH:19]1.[Na+:27]>>[CH3:1][N:2]([CH2:3][CH2:4][N:5]([CH3:6])[c:14]1[cH:15][cH:16][c:17]([N+:20](=[O:21])[O-:22])[cH:18][cH:19]1)[c:7]1[cH:8][cH:9][n:10][cH:11][cH:12]1. The reactants are CCN(C(C)C)C(C)C (DIPEA), NC=1N=CC2=C(N1)N(C=C2C(=O)C=2C=NC=C(C2)N)C(C)C ((2-amino-7-isopropyl-7H-pyrrolo[2,3-d]pyrimidin-5-yl)(5-aminopyridin-3-yl)methanone), BrC=1C=CC(=NC1)CC(=O)O ((5-bromopyridin-2-yl)acetic acid). Yields the product NC=1N=CC2=C(N1)N(C=C2C(=O)C=2C=C(C=NC2)NC(CC2=NC=C(C=C2)Br)=O)C(C)C (N-{5-[(2-Amino-7-isopropyl-7H-pyrrolo[2,3-d]pyrimidin-5-yl)carbonyl]pyridin-3-yl}-2-(5-bromopyridin-2-yl)acetamide). As a reaction SMILES: CCN(C(C)C)C(C)C.[NH2:10][C:11]1[N:12]=[CH:13][C:14]2[C:19]([C:20]([C:22]3[CH:23]=[N:24][CH:25]=[C:26]([NH2:28])[CH:27]=3)=[O:21])=[CH:18][N:17]([CH:29]([CH3:31])[CH3:30])[C:15]=2[N:16]=1.[Br:32][C:33]1[CH:34]=[CH:35][C:36]([CH2:39][C:40](O)=[O:41])=[N:37][CH:38]=1>>[NH2:10][C:11]1[N:12]=[CH:13][C:14]2[C:19]([C:20]([C:22]3[CH:27]=[C:26]([NH:28][C:40](=[O:41])[CH2:39][C:36]4[CH:35]=[CH:34][C:33]([Br:32])=[CH:38][N:37]=4)[CH:25]=[N:24][CH:23]=3)=[O:21])=[CH:18][N:17]([CH:29]([CH3:31])[CH3:30])[C:15]=2[N:16]=1. Reported procedure: The title compound was prepared according to the method described for Example 1 with DIPEA using (2-amino-7-isopropyl-7H-pyrrolo[2,3-d]pyrimidin-5-yl)(5-aminopyridin-3-yl)methanone (Preparation 122) and (5-bromopyridin-2-yl)acetic acid to afford the title compound as a colourless oil in 57% yield, 75 mg. Reactants: ClC1=NC=2N(C(=C1)N(COCC[Si](C)(C)C)COCC[Si](C)(C)C)N=CC2C=2C=NC(=CC2)C2=CC=CC=C2 (5-chloro-3-(6-phenylpyridin-3-yl)-N,N-bis((2-(trimethylsilyl)ethoxy)methyl)pyrazolo[1,5-a]pyrimidin-7-amine), [O-]P(=O)([O-])[O-].[K+].[K+].[K+] (K3PO4), CC1(CC=C(CC1)B1OC(C(O1)(C)C)(C)C)C(=O)OCC (ethyl 1-methyl-4-(4,4,5,5-tetramethyl-1,3,2-dioxaborolan-2-yl)cyclohex-3-enecarboxylate). The reagents and catalysts are C1=CC=C(C=C1)P([C-]2C=CC=C2)C3=CC=CC=C3.C1=CC=C(C=C1)P([C-]2C=CC=C2)C3=CC=CC=C3.Cl[Pd]Cl.[Fe+2] (Pd(dppf)Cl2). Run in O1CCOCC1 (dioxane). Reaction conditions: temperature 90 celsius, time 8 hour. Product: C[Si](CCOCN(C1=CC(=NC=2N1N=CC2C=2C=NC(=CC2)C2=CC=CC=C2)C2=CCC(CC2)(C(=O)OCC)C)COCC[Si](C)(C)C)(C)C (ethyl 4-(7-(bis((2-(trimethylsilyl)ethoxy)methyl)amino)-3-(6-phenylpyridin-3-yl)pyrazolo[1,5-a]pyrimidin-5-yl)-1-methylcyclohex-3-enecarboxylate). Isolated yield 88.2%. RXN SMILES: Cl[C:2]1[CH:7]=[C:6]([N:8]([CH2:17][O:18][CH2:19][CH2:20][Si:21]([CH3:24])([CH3:23])[CH3:22])[CH2:9][O:10][CH2:11][CH2:12][Si:13]([CH3:16])([CH3:15])[CH3:14])[N:5]2[N:25]=[CH:26][C:27]([C:28]3[CH:29]=[N:30][C:31]([C:34]4[CH:39]=[CH:38][CH:37]=[CH:36][CH:35]=4)=[CH:32][CH:33]=3)=[C:4]2[N:3]=1.[O-]P([O-])([O-])=O.[K+].[K+].[K+].[CH3:48][C:49]1([C:64]([O:66][CH2:67][CH3:68])=[O:65])[CH2:54][CH2:53][C:52](B2OC(C)(C)C(C)(C)O2)=[CH:51][CH2:50]1>C1C=CC(P(C2C=CC=CC=2)[C-]2C=CC=C2)=CC=1.C1C=CC(P(C2C=CC=CC=2)[C-]2C=CC=C2)=CC=1.Cl[Pd]Cl.[Fe+2].O1CCOCC1>[CH3:14][Si:13]([CH3:16])([CH3:15])[CH2:12][CH2:11][O:10][CH2:9][N:8]([CH2:17][O:18][CH2:19][CH2:20][Si:21]([CH3:24])([CH3:23])[CH3:22])[C:6]1[N:5]2[N:25]=[CH:26][C:27]([C:28]3[CH:29]=[N:30][C:31]([C:34]4[CH:39]=[CH:38][CH:37]=[CH:36][CH:35]=4)=[CH:32][CH:33]=3)=[C:4]2[N:3]=[C:2]([C:52]2[CH2:53][CH2:54][C:49]([CH3:48])([C:64]([O:66][CH2:67][CH3:68])=[O:65])[CH2:50][CH:51]=2)[CH:7]=1 |f:1.2.3.4,6.7.8.9|. Procedure details: To a 40 mL vial charged with 5-chloro-3-(6-phenylpyridin-3-yl)-N,N-bis((2-(trimethylsilyl)ethoxy)methyl)pyrazolo[1,5-a]pyrimidin-7-amine (Int-18e, 582 mg, 1.0 mmol), Pd(dppf)Cl2 (82 mg, 0.1 mmol), K3PO4 (636 mg, 3.0 mmol), and ethyl 1-methyl-4-(4,4,5,5-tetramethyl-1,3,2-dioxaborolan-2-yl)cyclohex-3-enecarboxylate (441 mg, 1.5 mmol) was added dioxane (20 mL including 1 mL water). The mixture was thoroughly degassed by alternately evacuating the flask under vacuum, then placing it under an argon a... The reactants are CC(CCl)CBr, CC(C)CCCC(C)CCBr, [Cl-], [Mg], [NH4+], C1CCOC1. Product: CC(C)CCCC(C)CCCC(C)CCl. RXN SMILES: [Br:13][CH2:14][CH:15]([CH2:16][Cl:17])[CH3:18].[Br:1][CH2:2][CH2:3][CH:4]([CH2:5][CH2:6][CH2:7][CH:8]([CH3:9])[CH3:10])[CH3:11].[Cl-:19].[Mg:12].[NH4+:20].[O:21]1[CH2:22][CH2:23][CH2:24][CH2:25]1>>[CH2:2]([CH2:3][CH:4]([CH2:5][CH2:6][CH2:7][CH:8]([CH3:9])[CH3:10])[CH3:11])[CH2:14][CH:15]([CH2:16][Cl:17])[CH3:18]. As a reaction SMILES: [CH3:17][C:18](=[O:19])[OH:20].[N:13](=[O:14])[O-:15].[Na+:16].[OH2:21].[n:1]1[c:2]([CH2:7][C:8](=[O:9])[O:10][CH2:11][CH3:12])[cH:3][cH:4][cH:5][cH:6]1>>[n:1]1[c:2]([C:7]([C:8](=[O:9])[O:10][CH2:11][CH3:12])=[N:13][OH:14])[cH:3][cH:4][cH:5][cH:6]1. Starting materials: CC(=O)O, O=N[O-], [Na+], O, CCOC(=O)Cc1ccccn1. The product is CCOC(=O)C(=NO)c1ccccn1. The reactants are aqueous solution, C(C)N (ethylamine), C(#N)C1=NC(=C(N=C1C#N)Cl)C1=CC(=CC=C1)F (2,3-Dicyano-5-chloro-6-(m-fluorophenyl)pyrazine). The solvent is C1(=CC=CC=C1)C (toluene). Conditions: temperature -5 celsius, time 30 minute. Product: C(#N)C1=NC(=C(N=C1C#N)NCC)C1=CC(=CC=C1)F (2,3-dicyano-5-ethylamino-6-(m-fluorophenyl)pyrazine). Yield: 61.0%. Reaction SMILES: [C:1]([C:3]1[C:8]([C:9]#[N:10])=[N:7][C:6](Cl)=[C:5]([C:12]2[CH:17]=[CH:16][CH:15]=[C:14]([F:18])[CH:13]=2)[N:4]=1)#[N:2].[CH2:19]([NH2:21])[CH3:20]>C1(C)C=CC=CC=1>[C:1]([C:3]1[C:8]([C:9]#[N:10])=[N:7][C:6]([NH:21][CH2:19][CH3:20])=[C:5]([C:12]2[CH:17]=[CH:16][CH:15]=[C:14]([F:18])[CH:13]=2)[N:4]=1)#[N:2]. Procedure: 2,3-Dicyano-5-chloro-6-(m-fluorophenyl)pyrazine (1.00 g; 0.0039 mole) was dissolved in 30 ml of toluene. The solution was cooled to -5° C., and 0.65 g of a 70% aqueous solution of ethylamine was added dropwise. The mixture was stirred at -5° to 0° C. for 30 minutes. The reaction mixture was worked up in the same way as in Example 13, and recrystallized from ethanol to afford 0.63 g (yield 61%) of 2,3-dicyano-5-ethylamino-6-(m-fluorophenyl)pyrazine.